From a dataset of the Open Reaction Database (ORD), a public repository of structured organic reaction records. describe an organic reaction: reactants, conditions, products, and yield Yields the product FC(C=1C=C(C=C(C1)C(F)(F)F)C(=O)N1CC(C(CC1)N1CCN(CC1)C)C1=CC=C(C=C1)C)(F)F ((−)-(3,5-Bis-trifluoromethyl-phenyl)-[4-(4-methyl-piperazin-1-yl)-3-p-tolyl-piperidin-1-yl]-methanone). As a reaction SMILES: [F:1][C:2]([F:41])([F:40])[C:3]1[CH:4]=[C:5]([CH:33]=[C:34]([C:36]([F:39])([F:38])[F:37])[CH:35]=1)[C:6]([N:8]1[CH2:13][CH2:12][CH:11]([N:14]2[CH2:19][CH2:18][N:17]([C:20](=O)C(F)(F)F)[CH2:16][CH2:15]2)[CH:10]([C:26]2[CH:31]=[CH:30][C:29]([CH3:32])=[CH:28][CH:27]=2)[CH2:9]1)=[O:7].CI>C(Cl)(Cl)Cl>[F:40][C:2]([F:1])([F:41])[C:3]1[CH:4]=[C:5]([C:6]([N:8]2[CH2:13][CH2:12][CH:11]([N:14]3[CH2:15][CH2:16][N:17]([CH3:20])[CH2:18][CH2:19]3)[CH:10]([C:26]3[CH:27]=[CH:28][C:29]([CH3:32])=[CH:30][CH:31]=3)[CH2:9]2)=[O:7])[CH:33]=[C:34]([C:36]([F:37])([F:38])[F:39])[CH:35]=1. Run in C(Cl)(Cl)Cl (chloroform). Procedure details: The title compound, MS: m/e=514.4 (M+H+), [α]58920=−25.92, [α]54620=−32.60, [α]43620=−71.06, [α]36520=−152.15 (c=0.1196, chloroform), was prepared in accordance with the general method of example 102 from (−)-(1-{4-[1-(3,5-bis-trifluoromethyl-benzoyl)-3-p-tolyl-piperidin-4-yl]-piperazin-1-yl}-2,2,2-trifluoro-ethanone and methyl iodide. The reactants are FC(C=1C=C(C(=O)N2CC(C(CC2)N2CCN(CC2)C(C(F)(F)F)=O)C2=CC=C(C=C2)C)C=C(C1)C(F)(F)F)(F)F (1-{4-[1-(3,5-bis-trifluoromethyl-benzoyl)-3-p-tolyl-piperidin-4-yl]-piperazin-1-yl}-2,2,2-trifluoro-ethanone), CI (methyl iodide).